From a dataset of the Open Reaction Database (ORD), a public repository of structured organic reaction records. describe an organic reaction: reactants, conditions, products, and yield Starting materials: NC1CCC(CCN2CCN(c3cccc4c3CCC4)CC2)CC1, CCN=C=O, ClCCl. The product is CCNC(=O)NC1CCC(CCN2CCN(c3cccc4c3CCC4)CC2)CC1. As a reaction SMILES: [CH2:1]1[CH2:2][CH2:3][c:4]2[c:5]([N:10]3[CH2:11][CH2:12][N:13]([CH2:16][CH2:17][CH:18]4[CH2:19][CH2:20][CH:21]([NH2:24])[CH2:22][CH2:23]4)[CH2:14][CH2:15]3)[cH:6][cH:7][cH:8][c:9]21.[CH2:25]([CH3:26])[N:27]=[C:28]=[O:29].[Cl:30][CH2:31][Cl:32]>>[CH2:1]1[CH2:2][CH2:3][c:4]2[c:5]([N:10]3[CH2:11][CH2:12][N:13]([CH2:16][CH2:17][CH:18]4[CH2:19][CH2:20][CH:21]([NH:24][C:28]([NH:27][CH2:25][CH3:26])=[O:29])[CH2:22][CH2:23]4)[CH2:14][CH2:15]3)[cH:6][cH:7][cH:8][c:9]21. The reactants are [N+](=O)([O-])C1=CC=C(C=C1)CCBr (p-Nitrophenylethyl bromide), C(C1=CC=CC=C1)(=O)NC1CCNCC1 (4-benzamidopiperidine), C([O-])([O-])=O.[K+].[K+] (potassium carbonate). Solvent: C(C)(C)O (isopropyl alcohol). Yields the product [N+](=O)([O-])C1=CC=C(C=C1)CCN1CCC(CC1)NC(C1=CC=CC=C1)=O (1-[2-(p-Nitrophenyl)ethyl]-4-benzamidopiperidine). Reaction SMILES: [N+:1]([C:4]1[CH:9]=[CH:8][C:7]([CH2:10][CH2:11]Br)=[CH:6][CH:5]=1)([O-:3])=[O:2].[C:13]([NH:21][CH:22]1[CH2:27][CH2:26][NH:25][CH2:24][CH2:23]1)(=[O:20])[C:14]1[CH:19]=[CH:18][CH:17]=[CH:16][CH:15]=1.C(=O)([O-])[O-].[K+].[K+]>C(O)(C)C>[N+:1]([C:4]1[CH:9]=[CH:8][C:7]([CH2:10][CH2:11][N:25]2[CH2:26][CH2:27][CH:22]([NH:21][C:13](=[O:20])[C:14]3[CH:19]=[CH:18][CH:17]=[CH:16][CH:15]=3)[CH2:23][CH2:24]2)=[CH:6][CH:5]=1)([O-:3])=[O:2] |f:2.3.4|. Procedure: p-Nitrophenylethyl bromide (1.15 g.) was refluxed for 20 hours in isopropyl alcohol (75 ml.) with 4-benzamidopiperidine (1.032 g.) and anhydrous potassium carbonate (1.037 g.). The mixture was filtered hot, refrigerated and product was filtered off (547 mg.), washed with cold isopropyl alcohol and ether. The filtrate was evaporated to yield more product (1.4 g.). Recrystallisation from a mixture of benzene and petroleum ether (b.p. 40°-60° C.) gave the title compound, m.p. 209°-216° C. (Found: C... The reactants are [N+](=O)([O-])C=1C=C(C=CC1)C1=CC=NC=C1 (4-(3-Nitrophenyl)pyridine). Reagents/catalysts: [Pd] (Pd on carbon). The solvent is CO (methanol). Reaction conditions: time 8 hour. Yields the product N1=CC=C(C=C1)C=1C=C(C=CC1)N (3-(Pyridin-4-yl)benzenamine). Yield: 100.0%. Reaction SMILES: [N+:1]([C:4]1[CH:5]=[C:6]([C:10]2[CH:15]=[CH:14][N:13]=[CH:12][CH:11]=2)[CH:7]=[CH:8][CH:9]=1)([O-])=O>CO.[Pd]>[N:13]1[CH:14]=[CH:15][C:10]([C:6]2[CH:5]=[C:4]([NH2:1])[CH:9]=[CH:8][CH:7]=2)=[CH:11][CH:12]=1. Procedure: To a solution of 4-(3-nitrophenyl)pyridine 34.1.B. (500 mg, 2.9 mole) in 5 ml of methanol was added 1 g of 10% Pd on carbon by weight. The air was evacuated from the reaction flask and was replaced with hydrogen. The resulting slurry was stirred overnight at room temperature, at which time the reaction mixture was filtered over a bed of celite and the mother liquor concentrated to afford 3-(pyridin-4-yl)benzenamine 34.1.C (500 mg, 100% yield). The reactants are NC1=C(C=C(C=2C(C3=CC=CC=C3C(C12)=O)=O)SC1=CC(=C(C=C1)S(=O)(=O)O)N)C(=O)O (1-Amino-2-carboxy-4-(3'-amino-4'-sulfophenylthio)anthraquinone), N1=C(Cl)N=C(Cl)N=C1Cl (cyanuric chloride), NC=1C=C(C=CC1)S(=O)(=O)O (3-aminobenzenesulfonic acid). The product is C1=CC=CC=2C(C3=CC=CC=C3C(C12)=O)=O (anthraquinone). Reaction SMILES: N[C:2]1[C:15]2[C:14](=[O:16])[C:13]3[C:8](=[CH:9][CH:10]=[CH:11][CH:12]=3)[C:7](=[O:17])[C:6]=2[C:5](SC2C=CC(S(O)(=O)=O)=C(N)C=2)=[CH:4][C:3]=1C(O)=O.N1C(Cl)=NC(Cl)=NC=1Cl.NC1C=C(S(O)(=O)=O)C=CC=1>>[CH:9]1[C:8]2[C:7](=[O:17])[C:6]3[C:15](=[CH:2][CH:3]=[CH:4][CH:5]=3)[C:14](=[O:16])[C:13]=2[CH:12]=[CH:11][CH:10]=1. Reported procedure: 1-Amino-2-carboxy-4-(3'-amino-4'-sulfophenylthio)anthraquinone (9.4 parts) and cyanuric chloride (3.7 parts) were subjected to condensation reaction in an aqueous medium in a usual manner, followed by a condensation reaction with 3-aminobenzenesulfonic acid (3.5 parts) at 20° to 40° C. under a weak acid condition, thereby obtaining an anthraquinone compound of the following formula (free acid form). ##STR394## Yields the product ClC1=CC=C(C=C1)C(\C=C(\C)/N[C@H](C(=O)O)CC1=CC=C(C=C1)OCCC=1N=C(OC1C)C1=CC=CC=C1)=O ((2S)-2-{[(Z)-3-(4-chlorophenyl)-1-methyl-3-oxo-1-propenyl]amino}-3-{4-[2-(5-methyl-2-phenyl-1,3-oxazol-4-yl)ethoxy]phenyl}propanoic acid), Example 24. Reaction SMILES: [NH2:1][C@@H:2]([CH2:6][C:7]1[CH:12]=[CH:11][C:10]([O:13][CH2:14][CH2:15][C:16]2[N:17]=[C:18]([C:22]3[CH:27]=[CH:26][CH:25]=[CH:24][CH:23]=3)[O:19][C:20]=2[CH3:21])=[CH:9][CH:8]=1)[C:3]([OH:5])=[O:4].[Cl:28][C:29]1[CH:34]=[CH:33][C:32]([C:35](=[O:40])[CH2:36][C:37](=O)[CH3:38])=[CH:31][CH:30]=1>>[Cl:28][C:29]1[CH:30]=[CH:31][C:32]([C:35](=[O:40])/[CH:36]=[C:37](\[NH:1][C@@H:2]([CH2:6][C:7]2[CH:12]=[CH:11][C:10]([O:13][CH2:14][CH2:15][C:16]3[N:17]=[C:18]([C:22]4[CH:27]=[CH:26][CH:25]=[CH:24][CH:23]=4)[O:19][C:20]=3[CH3:21])=[CH:9][CH:8]=2)[C:3]([OH:5])=[O:4])/[CH3:38])=[CH:33][CH:34]=1. Procedure: The title compound was prepared (as described above for the preparation of Example 2) from 100 mg (0.27 mmol) of Intermediate 45 and 54 mg (0.27 mmol) of Intermediate 28 to yield 76 mg of Example 24: TLC (DCM/MeOH (4:1): Rf=0.52; 1H NMR (DMSO-d6, 300 MHz) δ11.52 (d, 1H, J=9.6), 7.97 (m, 2H), 7.87 (d, 2H, J=8.6), 7.55 (m, 5H), 7.18 (d, 2H, J=8.5), 6.86 (d, 2H, J=8.5), 5.59 (s, 1H), 4.21 (t, 2H, J=6.1), 4.09 (m, 1H), 3.22 (m, 1H), 2.96 (t, 2H, J=6.1), 2.78 (dd, 1H, J=13.9, 9.4), 2.39 (s, 3H), 1.73... Reactants: N[C@H](C(=O)O)CC1=CC=C(C=C1)OCCC=1N=C(OC1C)C1=CC=CC=C1 ((2S)-2-amino-3-{4-[2-(5-methyl-2-phenyl-1,3oxazol-4-yl)ethoxy]phenyl}propanoic acid), ClC1=CC=C(C=C1)C(CC(C)=O)=O (1-(4-chlorophenyl)-1,3-butanedione). Reactants: Cl, COC(=O)C1=Cc2cc(-c3ccc(N4CCCC4)cc3)ccc2S(=O)(=O)CC1. Product: Cl, O=C(O)C1=Cc2cc(-c3ccc(N4CCCC4)cc3)ccc2S(=O)(=O)CC1. RXN SMILES: [ClH:29].[N:1]1([c:6]2[cH:7][cH:8][c:9](-[c:12]3[cH:13][cH:14][c:15]4[c:16]([cH:28]3)[CH:17]=[C:18]([C:24](=[O:25])[O:26][CH3:27])[CH2:19][CH2:20][S:21]4(=[O:22])=[O:23])[cH:10][cH:11]2)[CH2:2][CH2:3][CH2:4][CH2:5]1>>[ClH:29].[N:1]1([c:6]2[cH:7][cH:8][c:9](-[c:12]3[cH:13][cH:14][c:15]4[c:16]([cH:28]3)[CH:17]=[C:18]([C:24](=[O:25])[OH:26])[CH2:19][CH2:20][S:21]4(=[O:22])=[O:23])[cH:10][cH:11]2)[CH2:2][CH2:3][CH2:4][CH2:5]1.